From a dataset of the Open Reaction Database (ORD), a public repository of structured organic reaction records. describe an organic reaction: reactants, conditions, products, and yield Starting materials: O1C(OCCC1)CCC1N=C(CCCC1)OC (2-[2-(1,3-dioxan-2-yl)ethyl]-3,4,5,6-tetrahydro-7-methoxy-2H-azepine), [Cl-].[NH4+] (ammonium chloride). The product is Cl.O1C(OCCC1)CCC1CCCCC(N1)=N (7-[2-(1,3-dioxan-2-yl)ethyl]hexahydro-2H-azepin-2-imine, monohydrochloride). Reaction SMILES: [O:1]1[CH2:6][CH2:5][CH2:4][O:3][CH:2]1[CH2:7][CH2:8][CH:9]1[CH2:15][CH2:14][CH2:13][CH2:12][C:11](OC)=[N:10]1.[Cl-:18].[NH4+:19]>>[ClH:18].[O:1]1[CH2:6][CH2:5][CH2:4][O:3][CH:2]1[CH2:7][CH2:8][CH:9]1[NH:10][C:11](=[NH:19])[CH2:12][CH2:13][CH2:14][CH2:15]1 |f:1.2,3.4|. Reported procedure: The product of Example 112 is reacted with ammonium chloride by the method of Example 5 to generate the title compound. As a reaction SMILES: [H-].[Na+].[OH:3][C:4]1[CH:14]=[CH:13][C:7]([C:8]([O:10][CH2:11][CH3:12])=[O:9])=[CH:6][CH:5]=1.C1(C)C=CC(S(OOC[C@@H:27]([O:29][CH:30]2[CH2:35][CH2:34][CH2:33][CH2:32][O:31]2)[CH3:28])(=O)=O)=CC=1.[CH3:37]N(C)C=O>>[O:31]1[CH2:32][CH2:33][CH2:34][CH2:35][C@@H:30]1[O:29][CH2:27][CH2:28][CH2:37][O:3][C:4]1[CH:5]=[CH:6][C:7]([C:8]([O:10][CH2:11][CH3:12])=[O:9])=[CH:13][CH:14]=1 |f:0.1|. The reactants are [H-].[Na+] (sodium hydride), OC1=CC=C(C(=O)OCC)C=C1 (ethyl 4-hydroxybenzoate), C1(=CC=C(C=C1)S(=O)(=O)OOC[C@H](C)OC1OCCCC1)C ((S)-2-tetrahydropyranyloxypropoxy p-toluenesulfonate), CN(C=O)C (dimethylformamide). Procedure details: 1.0 g (0.021 mol) of 50% sodium hydride, 25 ml of dimethylformamide, 3.2 g (0.019 mol) of ethyl 4-hydroxybenzoate and 6.1 g (0.019 mol) of (S)-2-tetrahydropyranyloxypropoxy p-toluenesulfonate were reacted at 60° C. for 8 h. Then the same procedure as in Referential Example 1 was repeated to obtain 5.0 g of the crude product. Yields the product O1[C@H](CCCC1)OCCCOC1=CC=C(C(=O)OCC)C=C1 ((S)-ethyl 4-(2-tetrahydropyranyloxy)propoxybenzoate). Reactants: C(C1=CC=CC=C1)OC1=CC(=C2C=CC(NC2=C1)=O)C1OC1 (7-benzyloxy-5-oxiranyl-1H-quinolin-2-one), C(C(O)C(O)C(=O)O)(=O)O (tartaric acid), COC1=CC=C(C=C1)CC(C)(C)N (2-(4-methoxy-phenyl)-1,1-dimethyl-ethylamine), C(C)(C)O (isopropanol). Run in C(C)(=O)OCC (ethyl acetate). The product is C(C1=CC=CC=C1)OC1=CC(=C2C=CC(NC2=C1)=O)C(CNC(CC1=CC=C(C=C1)OC)(C)C)O (7-benzyloxy-5-{1-hydroxy-2-[2-(4-methoxy-phenyl)-1,1-dimethyl-ethylamino]-ethyl}-1H-quinolin-2-one). RXN SMILES: [CH2:1]([O:8][C:9]1[CH:18]=[C:17]2[C:12]([CH:13]=[CH:14][C:15](=[O:19])[NH:16]2)=[C:11]([CH:20]2[CH2:22][O:21]2)[CH:10]=1)[C:2]1[CH:7]=[CH:6][CH:5]=[CH:4][CH:3]=1.[CH3:23][O:24][C:25]1[CH:30]=[CH:29][C:28]([CH2:31][C:32]([NH2:35])([CH3:34])[CH3:33])=[CH:27][CH:26]=1.C(O)(C)C.C(O)(=O)C(C(C(O)=O)O)O>C(OCC)(=O)C>[CH2:1]([O:8][C:9]1[CH:18]=[C:17]2[C:12]([CH:13]=[CH:14][C:15](=[O:19])[NH:16]2)=[C:11]([CH:20]([OH:21])[CH2:22][NH:35][C:32]([CH3:34])([CH3:33])[CH2:31][C:28]2[CH:29]=[CH:30][C:25]([O:24][CH3:23])=[CH:26][CH:27]=2)[CH:10]=1)[C:2]1[CH:7]=[CH:6][CH:5]=[CH:4][CH:3]=1. Reported procedure: 150 mg (0.51 mmol) 7-benzyloxy-5-oxiranyl-1H-quinolin-2-one and 208 mg (1.2 mmol) 2-(4-methoxy-phenyl)-1,1-dimethyl-ethylamine are combined with 1 mL isopropanol and irradiated with microwaves for a total of 1 hour at 135° C. Then the reaction mixture is combined with ethyl acetate and 0.5 molar tartaric acid, whereupon a precipitate is formed. The organic phase is discarded and the solid and the aqueous phase are extracted with dichloromethane/methanol. The combined organic phases are evaporate... The reactants are C(CCC)(=O)C1(CCC1)C1=CC(=C(C=C1)Cl)Cl (1-butyryl-1-(3,4-dichlorophenyl)cyclobutane), C(=O)N (formamide). Run in C(=O)O (formic acid), C(=O)O (formic acid). Reaction conditions: time 5 hour. Reaction SMILES: [C:1]([C:6]1([C:10]2[CH:15]=[CH:14][C:13]([Cl:16])=[C:12]([Cl:17])[CH:11]=2)[CH2:9][CH2:8][CH2:7]1)(=O)[CH2:2][CH2:3][CH3:4].[CH:18]([NH2:20])=[O:19]>C(O)=O>[CH:18]([NH:20][CH:1]([C:6]1([C:10]2[CH:15]=[CH:14][C:13]([Cl:16])=[C:12]([Cl:17])[CH:11]=2)[CH2:9][CH2:8][CH2:7]1)[CH2:2][CH2:3][CH3:4])=[O:19]. Procedure: The ketone produced as described above (37.0 g) and 98% formic acid (9 ml) were added to formamide (23.5 ml) at 170° C. and the temperature kept at 175°-180° C. for five hours. A further portion of formic acid (4.5 ml) was added and the mixture was maintained at 175°-180° C. for a further fifteen hours. The mixture was extracted with ether which on evaporation gave a thick oil which was crystallised from petroleum ether (b.p. 60°-80°) to give N-formyl-1-[1-(3,4-dichlorophenyl)cyclobutyl]butylami... Product: C(=O)NC(CCC)C1(CCC1)C1=CC(=C(C=C1)Cl)Cl (N-formyl-1-[1-(3,4-dichlorophenyl)cyclobutyl]butylamine).